From a dataset of the Open Reaction Database (ORD), a public repository of structured organic reaction records. describe an organic reaction: reactants, conditions, products, and yield Reactants: ClC=1C=CC(=C(CN2C3=C(NCC2)N=CC(=C3)C=3C=C(C(=O)O)C=CC3)C1)C(F)(F)F (3-{1-[5-chloro-2-(trifluoromethyl)benzyl]-1,2,3,4-tetrahydropyrido[2,3-b]pyrazin-7-yl}benzoic acid), N1(CCOCC1)C1CCNCC1 (4-(4-morpholinyl)piperidine). RXN SMILES: [Cl:1][C:2]1[CH:3]=[CH:4][C:5]([C:28]([F:31])([F:30])[F:29])=[C:6]([CH:27]=1)[CH2:7][N:8]1[CH2:13][CH2:12][NH:11][C:10]2[N:14]=[CH:15][C:16]([C:18]3[CH:19]=[C:20]([CH:24]=[CH:25][CH:26]=3)[C:21]([OH:23])=O)=[CH:17][C:9]1=2.[N:32]1([CH:38]2[CH2:43][CH2:42][NH:41][CH2:40][CH2:39]2)[CH2:37][CH2:36][O:35][CH2:34][CH2:33]1>>[Cl:1][C:2]1[CH:3]=[CH:4][C:5]([C:28]([F:30])([F:29])[F:31])=[C:6]([CH:27]=1)[CH2:7][N:8]1[CH2:13][CH2:12][NH:11][C:10]2[N:14]=[CH:15][C:16]([C:18]3[CH:19]=[C:20]([C:21]([N:41]4[CH2:42][CH2:43][CH:38]([N:32]5[CH2:37][CH2:36][O:35][CH2:34][CH2:33]5)[CH2:39][CH2:40]4)=[O:23])[CH:24]=[CH:25][CH:26]=3)=[CH:17][C:9]1=2. Procedure details: 3-{1-[5-chloro-2-(trifluoromethyl)benzyl]-1,2,3,4-tetrahydropyrido[2,3-b]pyrazin-7-yl}benzoic acid was reacted with 4-(4-morpholinyl)piperidine as in General Procedure 10 to give the title compound. LCMS: m/z=598.99 (M+H+); retention time=0.52 minutes. Product: ClC=1C=CC(=C(CN2C3=C(NCC2)N=CC(=C3)C=3C=C(C=CC3)C(=O)N3CCC(CC3)N3CCOCC3)C1)C(F)(F)F ((3-{1-[5-Chloro-2-(trifluoromethyl)benzyl]-1,2,3,4-tetrahydropyrido[2,3-b]pyrazin-7-yl}phenyl)-(4-morpholin-4-ylpiperidin-1-yl)methanone). Starting materials: N(=[N+]=[N-])C1=C(SC=C1)C=O (3-azido-2-thiophenecarbaldehyde), C1(=CC=CC=C1)P(C1=CC=CC=C1)C1=CC=CC=C1 (triphenylphosphine). The solvent is C1CCOC1 (THF). The product is C1(=CC=CC=C1)P(C1=CC=CC=C1)(C1=CC=CC=C1)=NC1=C(SC=C1)C=O (3-[(triphenylphosphoranylidene)amino]-2-thiophenecarbaldehyde). Reaction SMILES: [N:1]([C:4]1[CH:8]=[CH:7][S:6][C:5]=1[CH:9]=[O:10])=[N+]=[N-].[C:11]1([P:17]([C:24]2[CH:29]=[CH:28][CH:27]=[CH:26][CH:25]=2)[C:18]2[CH:23]=[CH:22][CH:21]=[CH:20][CH:19]=2)[CH:16]=[CH:15][CH:14]=[CH:13][CH:12]=1>C1COCC1>[C:24]1([P:17](=[N:1][C:4]2[CH:8]=[CH:7][S:6][C:5]=2[CH:9]=[O:10])([C:11]2[CH:12]=[CH:13][CH:14]=[CH:15][CH:16]=2)[C:18]2[CH:23]=[CH:22][CH:21]=[CH:20][CH:19]=2)[CH:25]=[CH:26][CH:27]=[CH:28][CH:29]=1. Procedure: A solution of 3-azido-2-thiophenecarbaldehyde (11-1, 1.00 g, 6.53 mmol, 1 equiv, prepared by the method of Gronowitz, S., Westerlund, C., and Hornfeldt, A.-B. Acta. Chem. Scand. B 1975, 29, 224-232) and triphenylphosphine (1.71 g, 6.53 mmol, 1.00 equiv) in THF (30 mL) was stirred at 23° C. for 6 h. The reaction mixture was concentrated to give 3-[(triphenylphosphoranylidene)amino]-2-thiophenecarbaldehyde (11-2). 1H NMR (400 MHz, CD3OD) δ 10.35 (s, 1H), 7.72 (m, 6H), 7.58 (m, 2H), 7.49 (m, 6H), 7...